From a dataset of the Open Reaction Database (ORD), a public repository of structured organic reaction records. describe an organic reaction: reactants, conditions, products, and yield Starting materials: [Al+3], [Al], COc1cccc(C23CCCCC2N(C)C(=O)C(C)O3)c1, [H-], [H-], [H-], [H-], [Li+]. Product: COc1cccc(C23CCCCC2N(C)CC(C)O3)c1. Reaction SMILES: [Al+3:23].[Al:28].[CH3:1][O:2][c:3]1[cH:4][c:5]([C:9]23[CH:10]([N:11]([CH3:17])[C:12](=[O:16])[CH:13]([CH3:15])[O:14]2)[CH2:18][CH2:19][CH2:20][CH2:21]3)[cH:6][cH:7][cH:8]1.[H-:22].[H-:25].[H-:26].[H-:27].[Li+:24]>>[CH3:1][O:2][c:3]1[cH:4][c:5]([C:9]23[CH:10]([N:11]([CH3:17])[CH2:12][CH:13]([CH3:15])[O:14]2)[CH2:18][CH2:19][CH2:20][CH2:21]3)[cH:6][cH:7][cH:8]1. The reactants are NC=1C(NC=C(C1)C1=CC=NC=C1)=O (3-amino-5-(4-pyridinyl)-2(1H)-pyridinone), [OH-].[NH4+] (ammonium hydroxide), O=C1NC=C(C=C1NC=O)C1=CC=NC=C1 (N-[1,2-dihydro-2-oxo-5-(4-pyridinyl)-3-pyridinyl]formamide), C(=O)O (formic acid), C(=O)O (formic acid). Run in O (water). The product is O=C1NC=C(C=C1NC(OC)=O)C1=CC=NC=C1 (Methyl N-[1,2-dihydro-2-oxo-5-(4-pyridinyl)-3-pyridinyl]carbamate). Reaction SMILES: [NH2:1][C:2]1[C:3](=[O:14])[NH:4][CH:5]=[C:6]([C:8]2[CH:13]=[CH:12][N:11]=[CH:10][CH:9]=2)[CH:7]=1.[CH:15]([OH:17])=[O:16].[OH-].[NH4+].O=[C:21]1C(NC=O)=CC(C2C=CN=CC=2)=CN1>O>[O:14]=[C:3]1[C:2]([NH:1][C:15](=[O:17])[O:16][CH3:21])=[CH:7][C:6]([C:8]2[CH:9]=[CH:10][N:11]=[CH:12][CH:13]=2)=[CH:5][NH:4]1 |f:2.3|. Procedure: A reaction mixture containing 28 g. of 3-amino-5-(4-pyridinyl)-2(1H)-pyridinone and 200 ml. of 97% formic acid was heated on a steam bath for three hours, cooled and the excess formic acid distilled-off under reduced pressure. The residue was dissolved in water and the aqueous solution was made alkaline with ammonium hydroxide. The precipitated product was collected, washed with water, dried, recrystallized from dimethylformamide, washed with ether and dried to yield 26 g. of N-[1,2-dihydro-2-ox... Starting materials: C1CCOC1, CON(C)C(=O)c1ccc(Oc2nccnc2C2CCSCC2)cc1, CC(C)[N-]C(C)C, Cc1ccccc1, CC(C)OC(OC(C)C)OC(C)C, CC(C)NC(C)C, [Li+], O=S(=O)(O)c1ccccc1, c1ccc2[nH]cnc2c1. Product: O=C(c1ccc(Oc2nccnc2C2CCSCC2)cc1)c1nc2ccccc2[nH]1. As a reaction SMILES: [CH2:80]1[O:81][CH2:82][CH2:83][CH2:84]1.[CH3:40][O:41][N:42]([C:43]([c:44]1[cH:45][cH:46][c:47]([O:50][c:51]2[n:52][cH:53][cH:54][n:55][c:56]2[CH:57]2[CH2:58][CH2:59][S:60][CH2:61][CH2:62]2)[cH:48][cH:49]1)=[O:63])[CH3:64].[CH3:66][CH:67]([N-:68][CH:69]([CH3:70])[CH3:71])[CH3:72].[CH3:73][c:74]1[cH:75][cH:76][cH:77][cH:78][cH:79]1.[CH:10]([O:11][CH:12]([O:13][CH:14]([CH3:15])[CH3:16])[O:17][CH:18]([CH3:19])[CH3:20])([CH3:21])[CH3:22].[CH:33]([NH:34][CH:35]([CH3:36])[CH3:37])([CH3:38])[CH3:39].[Li+:65].[c:23]1([S:24]([OH:25])(=[O:26])=[O:27])[cH:28][cH:29][cH:30][cH:31][cH:32]1.[nH:1]1[cH:2][n:3][c:4]2[c:5]1[cH:6][cH:7][cH:8][cH:9]2>>[nH:1]1[c:2]([C:43]([c:44]2[cH:45][cH:46][c:47]([O:50][c:51]3[n:52][cH:53][cH:54][n:55][c:56]3[CH:57]3[CH2:58][CH2:59][S:60][CH2:61][CH2:62]3)[cH:48][cH:49]2)=[O:63])[n:3][c:4]2[c:5]1[cH:6][cH:7][cH:8][cH:9]2. The reactants are C(#N)CC=1C(=C(C(=NC1C(F)(F)F)C(F)F)C(=O)OC)CC(C)C (5-(cyanomethyl)-4-(2-methylpropyl)-2-(difluoromethyl)-6-(trifluoromethyl)-3-pyridinecarboxylic acid, methyl ester), ClC(=O)OCCBr (2-bromoethyl chloroformate), [OH-].[Na+] (NaOH), ice water, C(C)(=O)OCC (ethyl acetate). The reagents and catalysts are [Cl-].C(C1=CC=CC=C1)[N+](CC)(CC)CC (benzyltriethylammonium chloride). Run in hexanes, ClCCl (dichloromethane). Run at time 1 hour. Product: C(#N)C(C=1C(=C(C(=NC1C(F)(F)F)C(F)F)C(=O)OC)CC(C)C)=C1OCCO1 (5-(Cyano-1,3-dioxolan-2-ylidenemethyl)-2-(difluoromethyl)-4-(2-methylpropyl)-6-(trifluoromethyl) -3-pyridinecarboxylic acid, methyl ester). Isolated yield 33.3%. Reaction SMILES: [C:1]([CH2:3][C:4]1[C:5]([CH2:21][CH:22]([CH3:24])[CH3:23])=[C:6]([C:17]([O:19][CH3:20])=[O:18])[C:7]([CH:14]([F:16])[F:15])=[N:8][C:9]=1[C:10]([F:13])([F:12])[F:11])#[N:2].Cl[C:26]([O:28][CH2:29][CH2:30]Br)=[O:27].[OH-].[Na+].C(OCC)(=O)C>[Cl-].C([N+](CC)(CC)CC)C1C=CC=CC=1.ClCCl>[C:1]([C:3](=[C:26]1[O:28][CH2:29][CH2:30][O:27]1)[C:4]1[C:5]([CH2:21][CH:22]([CH3:24])[CH3:23])=[C:6]([C:17]([O:19][CH3:20])=[O:18])[C:7]([CH:14]([F:16])[F:15])=[N:8][C:9]=1[C:10]([F:12])([F:13])[F:11])#[N:2] |f:2.3,5.6|. Procedure: To a solution of 5.0 g (14.3 mmol) of 5-(cyanomethyl)-4-(2-methylpropyl)-2-(difluoromethyl)-6-(trifluoromethyl)-3-pyridinecarboxylic acid, methyl ester, prepared as in Example d, above, 8.02 g 2-bromoethyl chloroformate, and 0.3 g benzyltriethylammonium chloride in 125 mL dichloromethane was added 82 mL 50% NaOH. The solution was stirred at room temperature for one hour. The mixture was then poured into ice water and extracted twice with ethyl ether. The organic layer was washed with brine, drie... Reactants: C(c1ccccc1SC(F)(F)F)=O, CC1=CN=C(C=C1)N, [C-]#[N+]C1CCCCC1. The reagents and catalysts are O=C(O)C(F)(F)F (trifluoroacetic acid). Solvent: CC(C)O (isopropyl alcohol), CC(C)O (isopropylalcohol). Conditions: temperature 22 celsius, time 20 hour. Product: Cc1ccc2nc(c3ccccc3SC(F)(F)F)c(NC3CCCCC3)n2c1. Yield: 37.4%. Reaction SMILES: CC1=CC=C(N)N=C1.[C-]#[N+]C1CCCCC1.FC(F)(F)SC1=C(C=O)C=CC=C1>>CC1=CN2C(C=C1)=NC(=C2NC1CCCCC1)C1=C(SC(F)(F)F)C=CC=C1. The reactants are [BH4-], CCO, [Na+], CC(C(=O)O)c1ccc(CC2CSCC2=O)cc1. Product: CC(C(=O)O)c1ccc(CC2CSCC2O)cc1. RXN SMILES: [BH4-:19].[CH3:21][CH2:22][OH:23].[Na+:20].[O:1]=[C:2]1[CH:3]([CH2:7][c:8]2[cH:9][cH:10][c:11]([CH:14]([C:15](=[O:16])[OH:17])[CH3:18])[cH:12][cH:13]2)[CH2:4][S:5][CH2:6]1>>[OH:1][CH:2]1[CH:3]([CH2:7][c:8]2[cH:9][cH:10][c:11]([CH:14]([C:15](=[O:16])[OH:17])[CH3:18])[cH:12][cH:13]2)[CH2:4][S:5][CH2:6]1. Starting materials: Cl (hydrochloric acid), ClCC(=O)C1=CC=C(C=C1)F (2-chloro-4'-fluoroacetophenone), ice water, C[Si](C)(C)C[Mg]Cl (trimethylsilylmethylmagnesium chloride). Solvent: C(C)OCC (diethyl ether), C(C)OCC (diethyl ether). Run at time 1 hour. Product: ClCC(C[Si](C)(C)C)(O)C1=CC=C(C=C1)F (1-Chloro-2-(4-fluorophenyl)-3-trimethylsilyl-2-propanol). The yield is 67.7%. Reaction SMILES: [Cl:1][CH2:2][C:3]([C:5]1[CH:10]=[CH:9][C:8]([F:11])=[CH:7][CH:6]=1)=[O:4].[CH3:12][Si:13]([CH2:16][Mg]Cl)([CH3:15])[CH3:14].Cl>C(OCC)C>[Cl:1][CH2:2][C:3]([C:5]1[CH:10]=[CH:9][C:8]([F:11])=[CH:7][CH:6]=1)([OH:4])[CH2:12][Si:13]([CH3:16])([CH3:15])[CH3:14]. Procedure: 8.63 g (0.05 mole) of 2-chloro-4'-fluoroacetophenone were dissolved in 60 ml of diethyl ether. The solution was stirred under a stream of nitrogen, and 200 ml (0.057 mole) of a diethyl ether solution of trimethylsilylmethylmagnesium chloride were added dropwise at such a rate that the temperature of the reaction mixture did not rise above 15° C.-20° C. The reaction mixture was then stirred for a further 1 hour at room temperature, after which it was poured into 200 ml of ice water, and its pH wa... Yields the product FC=1C=CC(=C(C1)NC1=CC=NC=C1)[N+](=O)[O-] ((5-Fluoro-2-nitrophenyl)-pyridin-4-yl-amine). Reaction conditions: temperature 0 celsius, time 15 minute. RXN SMILES: CC(C)([O-])C.[K+].[NH2:7][C:8]1[CH:13]=[CH:12][N:11]=[CH:10][CH:9]=1.F[C:15]1[CH:20]=[C:19]([F:21])[CH:18]=[CH:17][C:16]=1[N+:22]([O-:24])=[O:23].[NH4+].[Cl-]>C1COCC1>[F:21][C:19]1[CH:18]=[CH:17][C:16]([N+:22]([O-:24])=[O:23])=[C:15]([NH:7][C:8]2[CH:13]=[CH:12][N:11]=[CH:10][CH:9]=2)[CH:20]=1 |f:0.1,4.5|. Starting materials: FC1=C(C=CC(=C1)F)[N+](=O)[O-] (2,4-difluoro-1-nitrobenzene), [NH4+].[Cl-] (NH4Cl), CC(C)([O-])C.[K+] (Potassium tert-butoxide), NC1=CC=NC=C1 (4-aminopyridine). Procedure: Potassium tert-butoxide (898 mg, 8.0 mmol) was added to a stirred solution of 4-aminopyridine (376 mg, 4.00 mmol) in anhydrous THF (5 mL) under a nitrogen atmosphere at 0° C. After 15 min stirring at 0° C., 2,4-difluoro-1-nitrobenzene (0.44 mL, 4.0 mmol) in anhydrous THF (5 mL) was added and stirring at 0° C. continued for 1 h. The reaction mixture was poured into a saturated aqueous solution of NH4Cl (50 mL). The aqueous phase was extracted with EtOAc (×2) and the combined organic fractions was... Run in C1CCOC1 (THF), C1CCOC1 (THF). Yield: 59.7%. The product is CC(=O)[O-], CCn1cc[n+](C)c1. Reactants: CC(=O)O, CCn1cc[n+](C)c1, O=S(=O)([O-])O. RXN SMILES: [CH3:14][C:15]([OH:16])=[O:17].[CH3:6][n+:7]1[cH:8][n:9]([CH2:12][CH3:13])[cH:10][cH:11]1.[S:1]([O-:2])([OH:3])(=[O:4])=[O:5]>>[CH3:14][C:15](=[O:16])[O-:17].[CH3:6][n+:7]1[cH:8][n:9]([CH2:12][CH3:13])[cH:10][cH:11]1. Starting materials: CC(Oc1ccc(S(C)(=O)=O)cc1C(=O)O)C(F)(F)F, OC1C=NC1. The product is CC(Oc1ccc(S(C)(=O)=O)cc1C(=O)N1CC(O)C1)C(F)(F)F. Reaction SMILES: [CH3:1][S:2](=[O:3])(=[O:4])[c:5]1[cH:6][cH:7][c:8]([O:14][CH:15]([C:16]([F:17])([F:18])[F:19])[CH3:20])[c:9]([C:10](=[O:11])[OH:12])[cH:13]1.[N:21]1=[CH:22][CH:23]([OH:25])[CH2:24]1>>[CH3:1][S:2](=[O:3])(=[O:4])[c:5]1[cH:6][cH:7][c:8]([O:14][CH:15]([C:16]([F:17])([F:18])[F:19])[CH3:20])[c:9]([C:10](=[O:12])[N:21]2[CH2:22][CH:23]([OH:25])[CH2:24]2)[cH:13]1.